The task is: describe an organic reaction: reactants, conditions, products, and yield. This data is from the Open Reaction Database (ORD), a public repository of structured organic reaction records. Reactants: CC(=O)O, O=C1CCC(=O)N1Cl, COC(=O)c1cccc(-c2ccoc2)c1. Yields the product COC(=O)c1cccc(-c2ccoc2Cl)c1. RXN SMILES: [CH3:24][C:25](=[O:26])[OH:27].[Cl:16][N:17]1[C:18](=[O:19])[CH2:20][CH2:21][C:22]1=[O:23].[o:1]1[cH:2][c:3](-[c:6]2[cH:7][c:8]([C:9](=[O:10])[O:11][CH3:12])[cH:13][cH:14][cH:15]2)[cH:4][cH:5]1>>[o:1]1[c:2]([Cl:16])[c:3](-[c:6]2[cH:7][c:8]([C:9](=[O:10])[O:11][CH3:12])[cH:13][cH:14][cH:15]2)[cH:4][cH:5]1. Starting materials: CCOC(C)=O, CCOC(C)=O, Cl, CC(NC(=O)OC(C)(C)C)C(O)c1ccc2ccccc2c1. The product is Cl, CC(N)C(O)c1ccc2ccccc2c1. Reaction SMILES: [CH3:24][CH2:25][O:26][C:27]([CH3:28])=[O:29].[CH3:30][CH2:31][O:32][C:33](=[O:34])[CH3:35].[ClH:23].[OH:1][CH:2]([CH:3]([CH3:4])[NH:5][C:6](=[O:7])[O:8][C:9]([CH3:10])([CH3:11])[CH3:12])[c:13]1[cH:14][c:15]2[cH:16][cH:17][cH:18][cH:19][c:20]2[cH:21][cH:22]1>>[ClH:23].[OH:1][CH:2]([CH:3]([CH3:4])[NH2:5])[c:13]1[cH:14][c:15]2[cH:16][cH:17][cH:18][cH:19][c:20]2[cH:21][cH:22]1. Starting materials: FC(COS(=O)(=O)C)(C1=NC(=CC=C1)C)F (Methanesulfonic acid 2,2-difluoro-2-(6-methyl-pyridin-2-yl)-ethyl ester), [N-]=[N+]=[N-].[Na+] (sodium azide). The solvent is CS(=O)C (DMSO). Run at temperature 180 celsius. Yields the product N(=[N+]=[N-])CC(F)(F)C1=NC(=CC=C1)C (2-(2-Azido-1,1-difluoro-ethyl)-6-methyl-pyridine). Isolated yield 92.2%. RXN SMILES: [F:1][C:2]([F:16])([C:9]1[CH:14]=[CH:13][CH:12]=[C:11]([CH3:15])[N:10]=1)[CH2:3]OS(C)(=O)=O.[N-:17]=[N+:18]=[N-:19].[Na+]>CS(C)=O>[N:17]([CH2:3][C:2]([C:9]1[CH:14]=[CH:13][CH:12]=[C:11]([CH3:15])[N:10]=1)([F:16])[F:1])=[N+:18]=[N-:19] |f:1.2|. Procedure details: Methanesulfonic acid 2,2-difluoro-2-(6-methyl-pyridin-2-yl)-ethyl ester (900 mg, 3.83 mmol), as prepared in the preceding step, was dissolved in DMSO (2 mL). To this solution was added sodium azide (498 mg, 7.65 mmol) and the reaction mixture was heated at 180° C. under microwave irradiation for 1 hour. The reaction mixture was partitioned between water and ethyl acetate. The combined ethyl acetate extracts were dried over Na2SO4 and concentrated to afford a brown residue (700 mg, 92%). 1H NMR (... The reactants are CCOC(=O)/N=N/C(=O)OCC (diethylazodicarboxylate), C1(=CC=CC=C1)P(C1=CC=CC=C1)C1=CC=CC=C1 (triphenylphosphine), N1=CN=C2N1C(=CC=N2)C(C)O ((+)-1-(1,2,4-triazolo[1,5-a]pyrimidin-7-yl)ethanol), CCOC(=O)/N=N/C(=O)OCC (diethylazodicarboxylate), C1(=CC=CC=C1)P(C1=CC=CC=C1)C1=CC=CC=C1 (triphenylphosphine), ClC1=CC=C(C=C1)O (4-chlorophenol). Run in O1CCCC1 (tetrahydrofuran). Run at time 2 day. The product is ClC1=CC=C(OC(C)C2=CC=NC=3N2N=CN3)C=C1 ((+)-7-[1-(4-chlorophenoxy)ethyl]-1,2,4-triazolo[1,5-a]pyrimidine). Reaction SMILES: [N:1]1[N:5]2[C:6]([CH:10]([OH:12])[CH3:11])=[CH:7][CH:8]=[N:9][C:4]2=[N:3][CH:2]=1.CCOC(/N=N/C(OCC)=O)=O.C1(P(C2C=CC=CC=2)C2C=CC=CC=2)C=CC=CC=1.[Cl:44][C:45]1[CH:50]=[CH:49][C:48](O)=[CH:47][CH:46]=1>O1CCCC1>[Cl:44][C:45]1[CH:50]=[CH:49][C:48]([O:12][CH:10]([C:6]2[N:5]3[N:1]=[CH:2][N:3]=[C:4]3[N:9]=[CH:8][CH:7]=2)[CH3:11])=[CH:47][CH:46]=1. Reported procedure: A mixture of (+)-1-(1,2,4-triazolo[1,5-a]pyrimidin-7-yl)ethanol (0.27 g), diethylazodicarboxylate (0.29 g), triphenylphosphine (0.44 g) and 4-chlorophenol (0.22 g) in dry tetrahydrofuran (40 ml) was stirred at ambient temperature for 2 days. Further diethylazodicarboxylate (0.15 g) and triphenylphosphine (0.22 g) was added to the solution, which was stirred overnight until the reaction was complete. The solvent was removed under reduced pressure and the residue was dissolved in ethyl acetate (10...